From a dataset of the Open Reaction Database (ORD), a public repository of structured organic reaction records. describe an organic reaction: reactants, conditions, products, and yield Starting materials: [H-].[Na+] (sodium hydride), CC(C)O (2-propanol), CC1=[N+](C=CC(=C1)[N+](=O)[O-])[O-] (2-methyl-4-nitropyridine N-oxide). Run at temperature 60 celsius, time 1 hour. Product: C(C)(C)OC1=CC(=[N+](C=C1)[O-])C (4-isopropyloxy-2-methylpyridine N-oxide). RXN SMILES: [H-].[Na+].[CH3:3][C:4]1[CH:9]=[C:8]([N+]([O-])=O)[CH:7]=[CH:6][N+:5]=1[O-:13].[CH3:14][CH:15]([OH:17])[CH3:16]>>[CH:15]([O:17][C:8]1[CH:7]=[CH:6][N+:5]([O-:13])=[C:4]([CH3:3])[CH:9]=1)([CH3:16])[CH3:14] |f:0.1|. Reported procedure: To a suspension of sodium hydride (60% dispersion in mineral oil, 1.06 g) in 2-propanol (30 ml) was added 2-methyl-4-nitropyridine N-oxide (3.08 g), and the mixture was stirred at 60° C. for 1 hour. The residue was evaporated under reduced pressure and purified by column chromatography (silica gel 75 g, 5% methanol in dichloromethane) to give 4-isopropyloxy-2-methylpyridine N-oxide (0.78 g). The reactants are C1(CC1)COC1=C(N)C=CC(=C1)C (2-cyclopropylmethoxy-4-methyl-aniline), NC=1SC=CN1 (2-aminothiazole), C1(CC1)COC1=C(N)C=CC(=C1)C (2-cyclopropylmethoxy-4-methyl-aniline), C1(CC1)CO (cyclopropylmethanol), FC=1C=C(C=CC1[N+](=O)[O-])C (3-fluoro-4-nitrotoluene). The product is C1(CC1)COC=1C=C(C=CC1[N+](=O)[O-])C (3-Cyclopropylmethoxy-4-nitrotoluene), C1(CC1)COC1=C(C=CC(=C1)C)NC(=O)NC=1SC=CN1 (1-(2-Cyclopropylmethoxy-4-methyl-phenyl)-3-thiazol-2-yl-urea). Yield: 72.0%. As a reaction SMILES: [CH:1]1([CH2:4][OH:5])[CH2:3][CH2:2]1.F[C:7]1[CH:8]=[C:9]([CH3:16])[CH:10]=[CH:11][C:12]=1[N+:13]([O-:15])=[O:14].[CH:17]1([CH2:20][O:21][C:22]2[CH:28]=[C:27]([CH3:29])[CH:26]=[CH:25][C:23]=2[NH2:24])[CH2:19][CH2:18]1.[NH2:30][C:31]1[S:32][CH:33]=[CH:34][N:35]=1>>[CH:1]1([CH2:4][O:5][C:7]2[CH:8]=[C:9]([CH3:16])[CH:10]=[CH:11][C:12]=2[N+:13]([O-:15])=[O:14])[CH2:3][CH2:2]1.[CH:17]1([CH2:20][O:21][C:22]2[CH:28]=[C:27]([CH3:29])[CH:26]=[CH:25][C:23]=2[NH:24][C:4]([NH:30][C:31]2[S:32][CH:33]=[CH:34][N:35]=2)=[O:5])[CH2:18][CH2:19]1. Reported procedure: 3-Cyclopropylmethoxy-4-nitrotoluene (0.77 g, 75%) was prepared from cyclopropylmethanol and 3-fluoro-4-nitrotoluene (0.77 g, 5.0 mmol) following the general procedure G. This was reduced to 2-cyclopropylmethoxy-4-methyl-aniline (0.47 g, 71%) following general procedure C. 1-(2-Cyclopropylmethoxy-4-methyl-phenyl)-3-thiazol-2-yl-urea (218 mg, 72%) was prepared from 2-cyclopropylmethoxy-4-methyl-aniline (177 mg, 1.0 mmol) and 2-aminothiazole (100 mg, 1.0 mmol) following the general procedure D. The reactants are Cl.N1N=CC2=CC(=CC=C12)NC=1C2=C(N=CN1)NC(=C2)C=2CCNCC2 ((1H-Indazol-5-yl)-[6-(1,2,3,6-tetrahydro-pyridin-4-yl)-7H-pyrrolo[2,3-d]pyrimidin-4-yl]-amine hydrochloride), CCN(C(C)C)C(C)C (Hunigs base), CS(=O)(=O)Cl (methanesulfonyl chloride). Solvent: CN(C)C=O (DMF). Run at time 8 hour. Yields the product N1N=CC2=CC(=CC=C12)NC=1C2=C(N=CN1)NC(=C2)C=2CCN(CC2)S(=O)(=O)C ((1H-Indazol-5-yl)-[6-(1-methanesulfonyl-1,2,3,6-tetrahydropyridin-4-yl)-7H-pyrrolo[2,3-d]pyrimidin-4-yl]-amine). As a reaction SMILES: Cl.[NH:2]1[C:10]2[C:5](=[CH:6][C:7]([NH:11][C:12]3[C:13]4[CH:20]=[C:19]([C:21]5[CH2:22][CH2:23][NH:24][CH2:25][CH:26]=5)[NH:18][C:14]=4[N:15]=[CH:16][N:17]=3)=[CH:8][CH:9]=2)[CH:4]=[N:3]1.CCN(C(C)C)C(C)C.[CH3:36][S:37](Cl)(=[O:39])=[O:38]>CN(C=O)C>[NH:2]1[C:10]2[C:5](=[CH:6][C:7]([NH:11][C:12]3[C:13]4[CH:20]=[C:19]([C:21]5[CH2:22][CH2:23][N:24]([S:37]([CH3:36])(=[O:39])=[O:38])[CH2:25][CH:26]=5)[NH:18][C:14]=4[N:15]=[CH:16][N:17]=3)=[CH:8][CH:9]=2)[CH:4]=[N:3]1 |f:0.1|. Reported procedure: (1H-Indazol-5-yl)-[6-(1,2,3,6-tetrahydro-pyridin-4-yl)-7H-pyrrolo[2,3-d]pyrimidin-4-yl]-amine hydrochloride (80 mg, 0.217 mmol), Hunigs base (113 μL, 0.653 mmol) and methanesulfonyl chloride (17 μL, 0.2177 mmol) were combined in DMF at rt and stirred overnight. The reaction was concentrated in vacuo and residue purified on silica gel by elution with tetrahydrofuran:dichloromethane (3:2) to yield the title compound as white solid. 1H NMR (d6-DMSO, 400 MHz) 9.4(1H, br. s), 8.4 (1H, s), 8.3(1H,s), ... Yield: 72.0%. RXN SMILES: [CH3:1][O:2][N:3]=[CH:4][C:5]1[CH:10]=[CH:9][C:8]([F:11])=[CH:7][C:6]=1[F:12].C([BH3-])#N.[Na+]>>[F:12][C:6]1[CH:7]=[C:8]([F:11])[CH:9]=[CH:10][C:5]=1[CH2:4][NH:3][O:2][CH3:1] |f:1.2|. Procedure details: Reduction of 2,4-difluorobenzaldehyde O-methyloxime with sodium cyanoborohydride as described in the preparation of Compound 44-B gave the title hydroxylamine as a clear oil (72% yield). 1HNMR 400 MHz (CDCl3) δ (ppm): 3.51 (3H, s, OCH3), 4.07 (2H, s, NCH2), 6.78–6.88 (2H, m, aromatics), 7.32–7.38 (1H, m, aromatic). The hydrochloride salt was obtained as a white solid: mp 154–158° C. (dec.). Anal. calcd. for C8H9NO2—HCl: C, 45.83; H, 4.80; N, 6.68. Found: C, 45.81; H, 4.84; N, 6.59. Product: FC1=C(CNOC)C=CC(=C1)F (N-(2,4-Difluoro-benzyl)-O-methyl-hydroxylamine). Starting materials: CON=CC1=C(C=C(C=C1)F)F (2,4-difluorobenzaldehyde O-methyloxime), C(#N)[BH3-].[Na+] (sodium cyanoborohydride), Compound 44-B. The reactants are ClC1=CC=NC2=CC(=C(C=C12)OC)OC (4-Chloro-6,7-dimethoxyquinoline), OC=1C=NC2=CC=CC=C2C1 (3-hydroxyquinoline), O (water). The reagents and catalysts are CN(C1=CC=NC=C1)C (4-dimethylaminopyridine). Run in ClC1=C(C=CC=C1)Cl (o-dichlorobenzene). Reaction conditions: temperature 140 celsius, time 8 hour. The product is COC=1C=C2C(=CC=NC2=CC1OC)OC=1C=NC2=CC=CC=C2C1 (6,7-Dimethoxy-4-(quinolin-3-yloxy)-quinoline). The yield is 93.0%. Reaction SMILES: Cl[C:2]1[C:11]2[C:6](=[CH:7][C:8]([O:14][CH3:15])=[C:9]([O:12][CH3:13])[CH:10]=2)[N:5]=[CH:4][CH:3]=1.[OH:16][C:17]1[CH:18]=[N:19][C:20]2[C:25]([CH:26]=1)=[CH:24][CH:23]=[CH:22][CH:21]=2.O>CN(C)C1C=CN=CC=1.ClC1C=CC=CC=1Cl>[CH3:13][O:12][C:9]1[CH:10]=[C:11]2[C:6](=[CH:7][C:8]=1[O:14][CH3:15])[N:5]=[CH:4][CH:3]=[C:2]2[O:16][C:17]1[CH:18]=[N:19][C:20]2[C:25]([CH:26]=1)=[CH:24][CH:23]=[CH:22][CH:21]=2. Procedure details: 4-Chloro-6,7-dimethoxyquinoline (243 mg), 3-hydroxyquinoline (100 mg), and 4-dimethylaminopyridine (348 mg) were dissolved in o-dichlorobenzene (13 ml) to prepare a solution which was stirred at 140° C. overnight. The reaction solution was cooled to room temperature, water was then added to the reaction solution, and the mixture was extracted with ethyl acetate. The ethyl acetate layer was then washed with water and was dried over anhydrous sodium sulfate, the solvent was removed by distillation...